From a dataset of the Open Reaction Database (ORD), a public repository of structured organic reaction records. describe an organic reaction: reactants, conditions, products, and yield Starting materials: C[S-], CN(C)C=O, Cc1nc(Oc2ccccc2)c2nc(C)n(CCCCCCl)c2c1C, [Na+]. RXN SMILES: [CH3:1][S-:2].[CH3:29][N:30]([CH3:31])[CH:32]=[O:33].[Cl:4][CH2:5][CH2:6][CH2:7][CH2:8][CH2:9][n:10]1[c:11]([CH3:28])[n:12][c:13]2[c:14]([O:21][c:22]3[cH:23][cH:24][cH:25][cH:26][cH:27]3)[n:15][c:16]([CH3:20])[c:17]([CH3:19])[c:18]12.[Na+:3]>>[CH3:1][S:2][CH2:5][CH2:6][CH2:7][CH2:8][CH2:9][n:10]1[c:11]([CH3:28])[n:12][c:13]2[c:14]([O:21][c:22]3[cH:23][cH:24][cH:25][cH:26][cH:27]3)[n:15][c:16]([CH3:20])[c:17]([CH3:19])[c:18]12. The product is CSCCCCCn1c(C)nc2c(Oc3ccccc3)nc(C)c(C)c21. RXN SMILES: Br[C:2]([F:22])([F:21])[C:3]([NH:5][CH2:6][C:7]1([OH:20])[CH2:12][CH2:11][N:10]([C:13]([O:15][C:16]([CH3:19])([CH3:18])[CH3:17])=[O:14])[CH2:9][CH2:8]1)=[O:4].CC(C)([O-])C.[K+]>C1COCC1>[F:21][C:2]1([F:22])[C:3](=[O:4])[NH:5][CH2:6][C:7]2([CH2:12][CH2:11][N:10]([C:13]([O:15][C:16]([CH3:19])([CH3:18])[CH3:17])=[O:14])[CH2:9][CH2:8]2)[O:20]1 |f:1.2|. Starting materials: BrC(C(=O)NCC1(CCN(CC1)C(=O)OC(C)(C)C)O)(F)F (tert-butyl 4-((2-bromo-2,2-difluoroacetamido)methyl)-4-hydroxypiperidine-1-carboxylate), CC(C)([O-])C.[K+] (potassium tert-butoxide). The product is FC1(OC2(CNC1=O)CCN(CC2)C(=O)OC(C)(C)C)F (tert-Butyl 2,2-difluoro-3-oxo-1-oxa-4,9-diazaspiro[5.5]undecane-9-carboxylate). Procedure: A solution of tert-butyl 4-((2-bromo-2,2-difluoroacetamido)methyl)-4-hydroxypiperidine-1-carboxylate (example 37, step a) (3.2 g) in THF (40 mL) was added dropwise over 15 minutes to a stirred solution of potassium tert-butoxide (1M in t-butanol, 16.53 mL) and THF (60 mL) at 70° C. under nitrogen. At the end of the addition the mixture was heated for a further 10 minutes and then cooled to room temperature. The mixture was partitioned between ethyl acetate and brine, the organic layer was dried ... Solvent: C1CCOC1 (THF), C1CCOC1 (THF). Reactants: BrC1=CC=C(CBr)C=C1 (4-bromobenzylbromide), [H-].[Na+] (sodium hydride), O1CCCC1 (tetrahydrofuran), ClC1=NC=C(C(=C1)C(F)(F)F)Cl (2,5-dichloro-4-trifluoromethylpyridine). Conditions: time 1 hour. Yields the product BrC1=CC=C(COC2=NC=C(C(=C2)C(F)(F)F)Cl)C=C1 (2-(4-Bromobenzyloxy)-5-chloro-4-(trifluoromethyl)pyridine). Yield: 71.0%. RXN SMILES: [Br:1][C:2]1[CH:9]=[CH:8][C:5]([CH2:6]Br)=[CH:4][CH:3]=1.[H-].[Na+].Cl[C:13]1[CH:18]=[C:17]([C:19]([F:22])([F:21])[F:20])[C:16]([Cl:23])=[CH:15][N:14]=1.[O:24]1CCCC1>>[Br:1][C:2]1[CH:9]=[CH:8][C:5]([CH2:6][O:24][C:13]2[CH:18]=[C:17]([C:19]([F:22])([F:21])[F:20])[C:16]([Cl:23])=[CH:15][N:14]=2)=[CH:4][CH:3]=1 |f:1.2|. Procedure details: To a solution of 4-bromobenzylbromide (0.43 g, 2.3 mmol) in tetrahydrofuran (8 mL) at 0° C. was added sodium hydride (60% w/w dispersion in oil; 138 mg, 3.45 mmol). The mixture was stirred for 1 hour at room temperature, then 2,5-dichloro-4-trifluoromethylpyridine (0.5 g, 2.3 mmol) was added in one portion and the reaction heated under reflux for 4 hours. The reaction mixture was cooled and partitioned between ethyl acetate (30 mL) and water (10 mL). The organic layer was dried over magnesium su... Reported procedure: 2,6,7-Trichloro-3-hydrazinoquinoxaline (4.9 g., 0.018 mole) in triethyl orthopropionate (50 ml.) was heated at 100° C. for 2 hours. The precipitate which formed was collected by means of filtration at room temperature and washed with cyclohexane. Recrystallization from chloroform/cyclohexane two times then afforded 2.9 g. (54% yield) of pure 1,7,8-trichloro-1-ethyl-[1,2,4]triazolo[4,3-a]quinoxaline as a pink solid (m.p. 198°-201° C.). Reactants: ClC1=NC2=CC(=C(C=C2N=C1NN)Cl)Cl (2,6,7-Trichloro-3-hydrazinoquinoxaline). The solvent is C(CC)(OCC)(OCC)OCC (triethyl orthopropionate). Isolated yield 54.0%. Yields the product ClC1(NN=C2N1C1=CC(=C(C=C1N=C2)Cl)Cl)CC (1,7,8-trichloro-1-ethyl-[1,2,4]triazolo[4,3-a]quinoxaline). RXN SMILES: Cl[C:2]1[C:11]([NH:12][NH2:13])=[N:10][C:9]2[C:4](=[CH:5][C:6]([Cl:15])=[C:7]([Cl:14])[CH:8]=2)[N:3]=1>C(OCC)(OCC)(OCC)CC>[Cl:14][C:7]1([CH2:6][CH3:5])[N:10]2[C:9]3[C:4]([N:3]=[CH:2][C:11]2=[N:12][NH:13]1)=[CH:5][C:6]([Cl:15])=[C:7]([Cl:14])[CH:8]=3. Starting materials: C1=CC=CC=2SC3=C(C21)C=C2C=CC(=CC2=C3)C=O (Benzo[b]naphtho[2,3-d]thiophene-8-carbaldehyde), C(C)N1C=2C(=CC=CC2C=2C3=C(C=CC12)C=CC=C3)C (7-ethyl-8-methyl-7H-benzo[c]carbazole). Run in C(Cl)Cl.CCCCCC (CH2Cl2 hexane). Yields the product C(C)N1C2=C(C=CC=C2C=2C3=C(C=CC12)C=CC=C3)C=O (7-ethyl-7H-benzo[c]carbazole-8-carbaldehyde). Yield: 17.2%. RXN SMILES: C1C2C3C=[C:11]4[C:16](=CC=3SC=2C=CC=1)[CH:15]=[C:14]([CH:18]=[O:19])[CH:13]=[CH:12]4.[CH2:20]([N:22]1[C:34]2[CH:33]=[CH:32][C:31]3[CH:35]=[CH:36][CH:37]=[CH:38][C:30]=3[C:29]=2C2C=CC=C(C)C1=2)[CH3:21]>C(Cl)Cl.CCCCCC>[CH2:20]([N:22]1[C:34]2[CH:33]=[CH:32][C:31]3[CH:35]=[CH:36][CH:37]=[CH:38][C:30]=3[C:29]=2[C:16]2[C:15]1=[C:14]([CH:18]=[O:19])[CH:13]=[CH:12][CH:11]=2)[CH3:21] |f:2.3|. Procedure: Using the procedure outlined in 8A, 7-ethyl-8-methyl-7H-benzo[c]carbazole gave a 17.2% of 7-ethyl-7H-benzo[c]carbazole-8-carbaldehyde, mp 148°-149°, (CH2Cl2 /hexane), (C,H,N). Starting materials: FC1=CC=C(C=C1)C(O)(C1CCNCC1)C1=CC=C(C=C1)F (α, α-bis(p-fluorophenyl)-4-piperidinemethanol), ClCCOC1=C(C=C(C=C1)C(C)=O)OC (1-[4-(2-chloroethoxy)-3-methoxyphenyl]ethanone), C([O-])([O-])=O.[Na+].[Na+] (sodium carbonate). Run in C(CCC)O (butanol). Reagents/catalysts: [I-].[K+] (potassium iodide). Yields the product FC1=CC=C(C=C1)C(C1CCN(CC1)CCOC1=C(C=C(C=C1)C(C)=O)OC)(O)C1=CC=C(C=C1)F (1-[4-[2-[4-[Bis(4-fluorophenyl)hydroxymethyl]-1-piperidinyl]ethoxy]-3-methoxyphenyl]ethanone). As a reaction SMILES: [F:1][C:2]1[CH:7]=[CH:6][C:5]([C:8]([C:16]2[CH:21]=[CH:20][C:19]([F:22])=[CH:18][CH:17]=2)([CH:10]2[CH2:15][CH2:14][NH:13][CH2:12][CH2:11]2)[OH:9])=[CH:4][CH:3]=1.Cl[CH2:24][CH2:25][O:26][C:27]1[CH:32]=[CH:31][C:30]([C:33](=[O:35])[CH3:34])=[CH:29][C:28]=1[O:36][CH3:37].C(=O)([O-])[O-].[Na+].[Na+]>[I-].[K+].C(O)CCC>[F:1][C:2]1[CH:7]=[CH:6][C:5]([C:8]([C:16]2[CH:17]=[CH:18][C:19]([F:22])=[CH:20][CH:21]=2)([OH:9])[CH:10]2[CH2:11][CH2:12][N:13]([CH2:24][CH2:25][O:26][C:27]3[CH:32]=[CH:31][C:30]([C:33](=[O:35])[CH3:34])=[CH:29][C:28]=3[O:36][CH3:37])[CH2:14][CH2:15]2)=[CH:4][CH:3]=1 |f:2.3.4,5.6|. Procedure: Following the procedure of Example 1 and utilizing potassium iodide catalyst, a mixture of 3.0 g (0.01 mole) of α, α-bis(p-fluorophenyl)-4-piperidinemethanol, 2.3 g (0.01 mole) of 1-[4-(2-chloroethoxy)-3-methoxyphenyl]ethanone and sodium carbonate in butanol, the title compound was prepared in 22% yield, m.p. 131°-135° C. after recrystallization from isopropyl alcohol. The yield is 22.0%.